Dataset: the Open Reaction Database (ORD), a public repository of structured organic reaction records. Task: describe an organic reaction: reactants, conditions, products, and yield The reactants are C1CCOC1, C[Si](C)(C)[O-], [K+], N#Cc1cccc(-c2nc(-c3cccnc3)no2)c1. The product is NC(=O)c1cccc(-c2nc(-c3cccnc3)no2)c1. Reaction SMILES: [CH2:26]1[O:27][CH2:28][CH2:29][CH2:30]1.[CH3:20][Si:21]([O-:22])([CH3:23])[CH3:24].[K+:25].[n:1]1[cH:2][c:3](-[c:7]2[n:8][o:9][c:10](-[c:12]3[cH:13][c:14]([C:15]#[N:16])[cH:17][cH:18][cH:19]3)[n:11]2)[cH:4][cH:5][cH:6]1>>[n:1]1[cH:2][c:3](-[c:7]2[n:8][o:9][c:10](-[c:12]3[cH:13][c:14]([C:15]([NH2:16])=[O:22])[cH:17][cH:18][cH:19]3)[n:11]2)[cH:4][cH:5][cH:6]1. Starting materials: N1N=NC(=C1)CCCC(=O)Cl (4-(1H-1,2,3,-triazol-4-yl)butanoyl chloride), CCN(C(C)C)C(C)C (Huenig's Base), Cl.NC1CCN(CC1)C(=O)OCC1=CC(=CC(=C1)C(F)(F)F)C (3-methyl-5-(trifluoromethyl)benzyl 4-aminopiperidine-1-carboxylate hydrochloride salt). The solvent is C(Cl)Cl (DCM), C(Cl)Cl (DCM), C(Cl)Cl (DCM). Run at time 2 hour. The product is N1N=NC(=C1)CCCC(=O)NC1CCN(CC1)C(=O)OCC1=CC(=CC(=C1)C(F)(F)F)C (3-methyl-5-(trifluoromethyl)benzyl 4-(4-(1H-1,2,3-triazol-4-yl)butanamido)piperidine-1-carboxylate). RXN SMILES: Cl.[NH2:2][CH:3]1[CH2:8][CH2:7][N:6]([C:9]([O:11][CH2:12][C:13]2[CH:18]=[C:17]([C:19]([F:22])([F:21])[F:20])[CH:16]=[C:15]([CH3:23])[CH:14]=2)=[O:10])[CH2:5][CH2:4]1.CCN(C(C)C)C(C)C.[NH:33]1[CH:37]=[C:36]([CH2:38][CH2:39][CH2:40][C:41](Cl)=[O:42])[N:35]=[N:34]1>C(Cl)Cl>[NH:33]1[CH:37]=[C:36]([CH2:38][CH2:39][CH2:40][C:41]([NH:2][CH:3]2[CH2:4][CH2:5][N:6]([C:9]([O:11][CH2:12][C:13]3[CH:18]=[C:17]([C:19]([F:22])([F:20])[F:21])[CH:16]=[C:15]([CH3:23])[CH:14]=3)=[O:10])[CH2:7][CH2:8]2)=[O:42])[N:35]=[N:34]1 |f:0.1|. Procedure details: To a stirred suspension of 3-methyl-5-(trifluoromethyl)benzyl 4-aminopiperidine-1-carboxylate hydrochloride salt (201 mg, 0.570 mmol) in DCM (5 mL) at RT under nitrogen was added Huenig's Base (0.199 mL, 1.140 mmol). 4-(1H-1,2,3,-triazol-4-yl)butanoyl chloride (99 mg, 0.570 mmol) in DCM (2 mL) was added and the reaction mixture stirred at RT for 2 hours. The reaction mixture was diluted with DCM and washed with a 10% solution of citric acid, and saturated brine solution, before the organic porti...